Dataset: the Open Reaction Database (ORD), a public repository of structured organic reaction records. Task: describe an organic reaction: reactants, conditions, products, and yield The reactants are C(\C=C\C(=O)O)(=O)O (fumaric acid), ClC1=CC(=C(C#N)C=C1)OC1=CC(=CC=C1)C=O (4-Chloro-2-(3-formylphenoxy)benzonitrile), CN(CCN)C (N,N-dimethylethylenediamine), C(#N)[BH3-].[Na+] (sodium cyanoborohydride). The solvent is C(C)(=O)O.CO (acetic acid methanol). The product is C(\C=C\C(=O)O)(=O)O.ClC1=CC(=C(C#N)C=C1)OC1=CC(=CC=C1)CNCCN(C)C (4-chloro-2-{3-[(2-dimethylaminoethylamino)methyl]-phenoxy}benzonitrile fumarate). Yield: 90.6%. As a reaction SMILES: [Cl:1][C:2]1[CH:9]=[CH:8][C:5]([C:6]#[N:7])=[C:4]([O:10][C:11]2[CH:16]=[CH:15][CH:14]=[C:13]([CH:17]=O)[CH:12]=2)[CH:3]=1.[CH3:19][N:20]([CH3:24])[CH2:21][CH2:22][NH2:23].C([BH3-])#N.[Na+].[C:29]([OH:36])(=[O:35])/[CH:30]=[CH:31]/[C:32]([OH:34])=[O:33]>C(O)(=O)C.CO>[C:29]([OH:36])(=[O:35])/[CH:30]=[CH:31]/[C:32]([OH:34])=[O:33].[Cl:1][C:2]1[CH:9]=[CH:8][C:5]([C:6]#[N:7])=[C:4]([O:10][C:11]2[CH:16]=[CH:15][CH:14]=[C:13]([CH2:17][NH:23][CH2:22][CH2:21][N:20]([CH3:24])[CH3:19])[CH:12]=2)[CH:3]=1 |f:2.3,5.6,7.8|. Procedure: 4-Chloro-2-(3-formylphenoxy)benzonitrile (0.20 g, 0.78 mmol), N,N-dimethylethylenediamine (90 μL, 72 mg, 0.82 mmol) and sodium cyanoborohydride (60 mg, 0.96 mmol) were stirred at ambient temperature in a 1% acetic acid/methanol solution (20 mL) for 5 days. The solvent was removed in vacuo. The residue was treated with 10% sodium carbonate solution and extracted with ethyl acetate. The ethyl acetate layer was separated and fumaric acid (0.10 g, 0.86 mmol) was added. After the solvent was removed ... Reactants: CC(=O)O, COC(=O)CCCCC(O)CCO, CC(C)O, [O-]Cl, [Na+]. The product is COC(=O)CCCCC(=O)CCO. RXN SMILES: [CH3:21][C:22](=[O:23])[OH:24].[CH3:4][O:5][C:6]([CH2:7][CH2:8][CH2:9][CH2:10][CH:11]([CH2:12][CH2:13][OH:14])[OH:15])=[O:16].[CH:17]([OH:18])([CH3:19])[CH3:20].[Cl:1][O-:2].[Na+:3]>>[CH3:4][O:5][C:6]([CH2:7][CH2:8][CH2:9][CH2:10][C:11]([CH2:12][CH2:13][OH:14])=[O:15])=[O:16]. Product: CC1(C)N=CC2=C3N=C(c4ccc(O)cc4)N=C3C(=O)CC2C1=O. Reaction SMILES: [CH3:1][C:2]1([CH3:31])[N:3]=[CH:4][C:5]2=[C:6]3[C:7](=[N:14][C:15]([c:17]4[cH:18][cH:19][c:20]([O:23][CH2:24][c:25]5[cH:26][cH:27][cH:28][cH:29][cH:30]5)[cH:21][cH:22]4)=[N:16]3)[C:8](=[O:13])[CH2:9][CH:10]2[C:11]1=[O:12].[CH3:34][OH:35].[H:32][H:33]>>[CH3:1][C:2]1([CH3:31])[N:3]=[CH:4][C:5]2=[C:6]3[C:7](=[N:14][C:15]([c:17]4[cH:18][cH:19][c:20]([OH:23])[cH:21][cH:22]4)=[N:16]3)[C:8](=[O:13])[CH2:9][CH:10]2[C:11]1=[O:12]. The reactants are CC1(C)N=CC2=C3N=C(c4ccc(OCc5ccccc5)cc4)N=C3C(=O)CC2C1=O, CO, [H][H].